The task is: describe an organic reaction: reactants, conditions, products, and yield. This data is from the Open Reaction Database (ORD), a public repository of structured organic reaction records. Starting materials: Cl (HCl), O (water), COC(CC(COC)NC1=C(C=CC=C1)N)=O (3-(2-Amino-phenylamino)-4-methoxy-butyric acid methyl ester), C1CCOC1 (THF). Reaction conditions: time 16 hour. Yields the product COC(CC(COC)N1C(NC2=C1C=CC=C2)=O)=O (4-Methoxy-3-(2-oxo-2,3-dihydro-benzimidazol-1-yl)-butyric acid methyl ester). Yield: 58.0%. RXN SMILES: [CH3:1][O:2][C:3](=[O:17])[CH2:4][CH:5]([NH:9][C:10]1[CH:15]=[CH:14][CH:13]=[CH:12][C:11]=1[NH2:16])[CH2:6][O:7][CH3:8].Cl.O.C1C[O:23][CH2:22]C1>>[CH3:1][O:2][C:3](=[O:17])[CH2:4][CH:5]([N:9]1[C:10]2[CH:15]=[CH:14][CH:13]=[CH:12][C:11]=2[NH:16][C:22]1=[O:23])[CH2:6][O:7][CH3:8]. Reported procedure: To a solution of 3-(2-Amino-phenylamino)-4-methoxy-butyric acid methyl ester (320 mg, 1.3 mmol) in THF (5.0 mL) is added CDT (440 mg, 2.7 mmol) at room temperature. The mixture is stirred at the same temperature for 16 hours. Then 5 mL of 1.0 M HCl solution is added along with 20 mL of water. The mixture is extracted with EtOAc (3×25 mL) and the organic layers are combined, dried and concentrated to give crude product. Purification by flash column chromatography affords 205 mg (58%) of 4-Methoxy...